This data is from the Open Reaction Database (ORD), a public repository of structured organic reaction records. The task is: describe an organic reaction: reactants, conditions, products, and yield The reactants are C=CCOC(=O)Nc1nc(C(C)(O)COC(C)=O)cs1, CCCCN, C1CCOC1, O=CO, Cl. The product is CC(=O)OCC(C)(O)c1csc(N)n1. As a reaction SMILES: [C:1]([CH3:2])(=[O:3])[O:4][CH2:5][C:6]([CH3:7])([OH:8])[c:9]1[n:10][c:11]([NH:14][C:15]([O:16][CH2:17][CH:18]=[CH2:19])=[O:20])[s:12][cH:13]1.[CH2:21]([NH2:22])[CH2:23][CH2:24][CH3:25].[CH2:30]1[O:31][CH2:32][CH2:33][CH2:34]1.[CH:26]([OH:27])=[O:28].[ClH:29]>>[C:1]([CH3:2])(=[O:3])[O:4][CH2:5][C:6]([CH3:7])([OH:8])[c:9]1[n:10][c:11]([NH2:14])[s:12][cH:13]1.